describe an organic reaction: reactants, conditions, products, and yield From a dataset of the Open Reaction Database (ORD), a public repository of structured organic reaction records. The reactants are C1(CCCCC1)COC1=NC=CC(=N1)C=O (2-(cyclohexylmethoxy)pyrimidine-4-carbaldehyde), CC#N (CH3CN). The product is C1(CCCCC1)COC1=NC=CC(=N1)C(CC#N)O (3-(2-(cyclohexylmethoxy)pyrimidin-4-yl)-3-hydroxypropanenitrile). As a reaction SMILES: [CH:1]1([CH2:7][O:8][C:9]2[N:14]=[C:13]([CH:15]=[O:16])[CH:12]=[CH:11][N:10]=2)[CH2:6][CH2:5][CH2:4][CH2:3][CH2:2]1.[CH3:17][C:18]#[N:19]>>[CH:1]1([CH2:7][O:8][C:9]2[N:14]=[C:13]([CH:15]([OH:16])[CH2:17][C:18]#[N:19])[CH:12]=[CH:11][N:10]=2)[CH2:2][CH2:3][CH2:4][CH2:5][CH2:6]1. Procedure: CH3CN addition to 2-(cyclohexylmethoxy)pyrimidine-4-carbaldehyde following the method described in Example 6 gives 3-(2-(cyclohexylmethoxy)pyrimidin-4-yl)-3-hydroxypropanenitrile. The reactants are S(=O)([O-])[O-].[Na+].[Na+] (sodium sulfite), C(C)C1=C(C(=CC(=C1)CC)CC)C=1C(N(N=C(C1SC)C(F)(F)F)C)=O (4-(2,4,6-triethylphenyl)-2-methyl-5-methylsulfanyl-6-trifluoromethyl-2,3-dihydro-3-pyridazinone), C(O)([O-])=O.[Na+] (Sodium hydrogen carbonate), ClC=1C=C(C(=O)O)C=CC1 (meta-chlorobenzoic acid). Solvent: C(Cl)(Cl)Cl (chloroform), O (water). Yields the product C(C)C1=C(C(=CC(=C1)CC)CC)C=1C(N(N=C(C1S(=O)C)C(F)(F)F)C)=O (4-(2,4,6-triethylphenyl)-2-methyl-5-methylsulfinyl-6-trifluoromethyl-2,3-dihydro-3-pyridazinone). The yield is 97.3%. As a reaction SMILES: [CH2:1]([C:3]1[CH:8]=[C:7]([CH2:9][CH3:10])[CH:6]=[C:5]([CH2:11][CH3:12])[C:4]=1[C:13]1[C:14](=[O:26])[N:15]([CH3:25])[N:16]=[C:17]([C:21]([F:24])([F:23])[F:22])[C:18]=1[S:19][CH3:20])[CH3:2].C(=O)([O-])[OH:28].[Na+].ClC1C=C(C=CC=1)C(O)=O.S([O-])([O-])=O.[Na+].[Na+]>O.C(Cl)(Cl)Cl>[CH2:1]([C:3]1[CH:8]=[C:7]([CH2:9][CH3:10])[CH:6]=[C:5]([CH2:11][CH3:12])[C:4]=1[C:13]1[C:14](=[O:26])[N:15]([CH3:25])[N:16]=[C:17]([C:21]([F:24])([F:23])[F:22])[C:18]=1[S:19]([CH3:20])=[O:28])[CH3:2] |f:1.2,4.5.6|. Reported procedure: To a 100 ml volume four-necked flask, 4-(2,4,6-triethylphenyl)-2-methyl-5-methylsulfanyl-6-trifluoromethyl-2,3-dihydro-3-pyridazinone ((2-46)-(1)-40) (0.683 g) and chloroform (24 ml) were added at room temperature, and stirred. Sodium hydrogen carbonate (0.597 g) and meta-chlorobenzoic acid (0.615 g) was added and the resulting mixture was stirred at room temperature for 4 hours. Then, the reaction mixture was poured into water (30 ml), added sodium sulfite (0.4 g), and extracted with t-butyl me... Starting materials: ONC1=C(C(=O)OCC)C=CC=C1 (ethyl 2-(hydroxyamino)benzoate), ClCC=1SC2=C(N1)C=CC=C2 (2-(chloromethyl)benzo[d]thiazole). The product is S1C(=NC2=C1C=CC=C2)CONC2=C(C(=O)OCC)C=CC=C2 (ethyl 2-((benzo[d]thiazol-2-ylmethoxy)amino)benzoate). Isolated yield 52.0%. As a reaction SMILES: [OH:1][NH:2][C:3]1[CH:13]=[CH:12][CH:11]=[CH:10][C:4]=1[C:5]([O:7][CH2:8][CH3:9])=[O:6].Cl[CH2:15][C:16]1[S:17][C:18]2[CH:24]=[CH:23][CH:22]=[CH:21][C:19]=2[N:20]=1>>[S:17]1[C:18]2[CH:24]=[CH:23][CH:22]=[CH:21][C:19]=2[N:20]=[C:16]1[CH2:15][O:1][NH:2][C:3]1[CH:13]=[CH:12][CH:11]=[CH:10][C:4]=1[C:5]([O:7][CH2:8][CH3:9])=[O:6]. Reported procedure: The titled compound was prepared using similar procedure as that of Example-1 (step-2) using ethyl 2-(hydroxyamino)benzoate and 2-(chloromethyl)benzo[d]thiazole in 52% yield. Starting materials: CO, Clc1c2ccccc2nc2cc3ccccc3cc12, N#C[Cu], N#C[K]. The product is N#Cc1c2ccccc2nc2cc3ccccc3cc12. Reaction SMILES: [CH3:26][OH:27].[Cl:1][c:2]1[c:3]2[cH:4][cH:5][cH:6][cH:7][c:8]2[n:9][c:10]2[cH:11][c:12]3[c:13]([cH:14][c:15]12)[cH:16][cH:17][cH:18][cH:19]3.[Cu:23][C:24]#[N:25].[K:20][C:21]#[N:22]>>[c:2]1([C:21]#[N:22])[c:3]2[cH:4][cH:5][cH:6][cH:7][c:8]2[n:9][c:10]2[cH:11][c:12]3[c:13]([cH:14][c:15]12)[cH:16][cH:17][cH:18][cH:19]3. RXN SMILES: Cl.[OH:2][CH:3]1[CH2:6][NH:5][CH2:4]1.[CH3:7][C:8]([O:11][C:12]([NH:14][C@H:15]([C:23](O)=[O:24])[CH2:16][C:17]1[CH:22]=[CH:21][CH:20]=[CH:19][CH:18]=1)=[O:13])([CH3:10])[CH3:9]>>[C:8]([O:11][C:12](=[O:13])[NH:14][C@@H:15]([CH2:16][C:17]1[CH:22]=[CH:21][CH:20]=[CH:19][CH:18]=1)[C:23]([N:5]1[CH2:6][CH:3]([OH:2])[CH2:4]1)=[O:24])([CH3:10])([CH3:7])[CH3:9] |f:0.1|. The product is C(C)(C)(C)OC(N[C@H](C(=O)N1CC(C1)O)CC1=CC=CC=C1)=O ([(1S)-Benzyl-2-(3-hydroxy-azetidin-1-yl)-2-oxo-ethyl]-carbamic acid tert-butyl ester). Reactants: Cl.OC1CNC1 (3-Hydroxyazetidine hydrochloride), CC(C)(C)OC(=O)N[C@@H](CC1=CC=CC=C1)C(=O)O (N-t-Boc-L-phenylalanine), foam. Reported procedure: 3-Hydroxyazetidine hydrochloride (J. Chem. Soc., Chem. Commun. 1968, p93, 27 mmol) and N-t-Boc-L-phenylalanine (27 mmol) were coupled according to Procedure A giving the title substance as a colorless foam (8.15 g, 93%).